Dataset: the Open Reaction Database (ORD), a public repository of structured organic reaction records. Task: describe an organic reaction: reactants, conditions, products, and yield Starting materials: C(C)(=O)C1=CC=NC=C1 (4-acetylpyridine), solution, BrBr (bromine). Solvent: Br (HBr), Br (HBr). Reaction conditions: temperature 70 celsius, time 2 hour. Yields the product BrCC(=O)C1=CC=NC=C1 (2-bromo-1-pyridin-4-ylethanone). As a reaction SMILES: [C:1]([C:4]1[CH:9]=[CH:8][N:7]=[CH:6][CH:5]=1)(=[O:3])[CH3:2].[Br:10]Br>Br>[Br:10][CH2:2][C:1]([C:4]1[CH:9]=[CH:8][N:7]=[CH:6][CH:5]=1)=[O:3]. Procedure: To a solution of 18.2 g (150 mmol) 4-acetylpyridine (6-1) in 20 mL 48% HBr was added a 5 mL solution of 7.70 mL bromine in 48% HBr dropwise while heating in a 70° C. oil bath. A thick precipitate formed about midway through the addition, but the reaction was allowed to stir an additional 2 h at 70° C. The reaction was cooled and the precipitate was collected by filtration and washed 3×20 mL with a 1:1 methanol:Et2O solution to provide pure 2-bromo-1-pyridin-4-ylethanone (6-2) after drying under ... The product is C1(=CC=CC=C1)N1N=NC(=C1)C=1CCN(CC1)C(=O)OC(C)C (isopropyl 4-[1-phenyl-1H-[1,2,3]-triazol-4-yl]-1,2,3,6-tetrahydropyridine-1-carboxylate). Solvent: N1=CC=CC=C1 (pyridine), C(Cl)(Cl)Cl (chloroform). As a reaction SMILES: [C:1]1([N:7]2[CH:11]=[C:10]([C:12]3[CH2:13][CH2:14][NH:15][CH2:16][CH:17]=3)[N:9]=[N:8]2)[CH:6]=[CH:5][CH:4]=[CH:3][CH:2]=1.Cl[C:19]([O:21][CH:22]([CH3:24])[CH3:23])=[O:20].CO>N1C=CC=CC=1.C(Cl)(Cl)Cl>[C:1]1([N:7]2[CH:11]=[C:10]([C:12]3[CH2:13][CH2:14][N:15]([C:19]([O:21][CH:22]([CH3:24])[CH3:23])=[O:20])[CH2:16][CH:17]=3)[N:9]=[N:8]2)[CH:2]=[CH:3][CH:4]=[CH:5][CH:6]=1. Procedure details: 4-[1-phenyl-1H-[1,2,3]triazol-4-yl]-1,2,3,6-tetra-hydropyridine (35 mg) prepared in the above 1) was dissolved in 1 ml of pyridine and 1 ml of chloroform, 32 μl of isopropyl chloroformate was added and the mixture was stirred at room temperature for 1 hour. After an excessive reagent was decomposed by addition of methanol, the reaction solution was concentrated in vacuo and the resulting residue was separated and purified by a preparative thin-layer chromatography (chloroform/methanol 60/1) to g... The reactants are C1(=CC=CC=C1)N1N=NC(=C1)C=1CCNCC1 (4-[1-phenyl-1H-[1,2,3]triazol-4-yl]-1,2,3,6-tetra-hydropyridine), CO (methanol), ClC(=O)OC(C)C (isopropyl chloroformate). Reaction conditions: time 1 hour. The reactants are FC=1C=C(C=C(C1)F)C(O)(C=1N=CNC1)C1=CC(=CC(=C1)F)F (Bis-(3,5-difluoro-phenyl)-(1H-imidazol-4-yl)-methanol), Cl (hydrochloric acid). The reagents and catalysts are [Pd] (Pd/C). Solvent: C(C)O (ethanol). Yields the product FC=1C=C(C=C(C1)F)C(C=1N=CNC1)C1=CC(=CC(=C1)F)F (4-[bis-(3,5-difluoro-phenyl)-methyl]-1H-imidazole). Yield: 42.1%. RXN SMILES: [F:1][C:2]1[CH:3]=[C:4]([C:9]([C:16]2[CH:21]=[C:20]([F:22])[CH:19]=[C:18]([F:23])[CH:17]=2)([C:11]2[N:12]=[CH:13][NH:14][CH:15]=2)O)[CH:5]=[C:6]([F:8])[CH:7]=1.Cl>C(O)C.[Pd]>[F:1][C:2]1[CH:3]=[C:4]([CH:9]([C:16]2[CH:21]=[C:20]([F:22])[CH:19]=[C:18]([F:23])[CH:17]=2)[C:11]2[N:12]=[CH:13][NH:14][CH:15]=2)[CH:5]=[C:6]([F:8])[CH:7]=1. Reported procedure: Bis-(3,5-difluoro-phenyl)-(1H-imidazol-4-yl)-methanol (0.5 g, 1.55 mmol) was dissolved in 10 ml ethanol and 0.66 ml of 12M hydrochloric acid was added. The mixture was hydrogenated (5% Pd/C, 0.07 g; 100 bar H2, 100° C.) for 20 h. Then the mixture was filtered through Celite®, and the solvent was evaporated. The residue was partitioned between an aqueous solution of potassium carbonate and ethyl acetate. The organic layer was dried over magnesium sulfate and evaporated. The residue was purified b... The reactants are CC(=O)c1ccccc1C(=O)O, COc1ccc(C=O)cc1-c1cccs1. Yields the product COc1ccc(C=CC(=O)c2ccccc2C(=O)O)cc1-c1cccs1. As a reaction SMILES: [C:16]([CH3:17])(=[O:18])[c:19]1[c:20]([C:21](=[O:22])[OH:23])[cH:24][cH:25][cH:26][cH:27]1.[CH3:1][O:2][c:3]1[c:4](-[c:11]2[s:12][cH:13][cH:14][cH:15]2)[cH:5][c:6]([CH:7]=[O:8])[cH:9][cH:10]1>>[CH3:1][O:2][c:3]1[c:4](-[c:11]2[s:12][cH:13][cH:14][cH:15]2)[cH:5][c:6]([CH:7]=[CH:17][C:16](=[O:18])[c:19]2[c:20]([C:21](=[O:22])[OH:23])[cH:24][cH:25][cH:26][cH:27]2)[cH:9][cH:10]1. Reactants: N1=CC=CC=C1 (pyridine), COC=1C(=C(C(C2=CC=CC=C2)(C2=CC=CC=C2)Cl)C=CC1)OC (dimethoxytrityl chloride), F[C@H]1[C@@H](O[C@@H]([C@H]1O)CO)N1C(=O)NC(=O)C=C1 (2′-fluoro-2′-deoxyuridine), N1=CC=CC=C1 (pyridine), nucleoside. Reagents/catalysts: CN(C1=CC=NC=C1)C (4-dimethylaminopyridine). Solvent: CO (methanol). Reaction conditions: time 3 hour. Product: COC=1C(=C(C(C2=CC=CC=C2)(C2=CC=CC=C2)OC[C@@H]2[C@H]([C@H]([C@@H](O2)N2C(=O)NC(=O)C=C2)F)O)C=CC1)OC (5′-O-(Dimethoxytrityl)-2′-fluoro-2′-deoxyuridine). As a reaction SMILES: [F:1][C@@H:2]1[C@H:6]([OH:7])[C@@H:5]([CH2:8][OH:9])[O:4][C@H:3]1[N:10]1[CH:17]=[CH:16][C:14](=[O:15])[NH:13][C:11]1=[O:12].N1C=CC=CC=1.[CH3:24][O:25][C:26]1[C:27]([O:46][CH3:47])=[C:28]([CH:43]=[CH:44][CH:45]=1)[C:29](Cl)([C:36]1[CH:41]=[CH:40][CH:39]=[CH:38][CH:37]=1)[C:30]1[CH:35]=[CH:34][CH:33]=[CH:32][CH:31]=1>CN(C)C1C=CN=CC=1.CO>[CH3:24][O:25][C:26]1[C:27]([O:46][CH3:47])=[C:28]([CH:43]=[CH:44][CH:45]=1)[C:29]([O:9][CH2:8][C@H:5]1[O:4][C@@H:3]([N:10]2[CH:17]=[CH:16][C:14](=[O:15])[NH:13][C:11]2=[O:12])[C@H:2]([F:1])[C@@H:6]1[OH:7])([C:30]1[CH:31]=[CH:32][CH:33]=[CH:34][CH:35]=1)[C:36]1[CH:41]=[CH:40][CH:39]=[CH:38][CH:37]=1. Reported procedure: 0.5 g (about 2 mmol) of 2′-fluoro-2′-deoxyuridine is coevaporated with 10 ml of abs. pyridine twice in a 50 ml Schlenk flask. The dried nucleoside is taken up in 25 ml of abs. pyridine and, at room temperature, 0.66 g (about 2.2 mmol) of dimethoxytrityl chloride and 10 mg of 4-dimethylaminopyridine are added. After three hours, 1 ml of methanol was added to the mixture, which was then evaporated to dryness in vacuo. The remaining oil is taken up in 50 ml of methylene chloride (deacidified over a... Yields the product O=[N+]([O-])c1ccccc1C=Cc1ccccc1. Starting materials: CCO, ClCc1ccccc1, O=Cc1ccccc1[N+](=O)[O-], [Na], c1ccc([PH+](c2ccccc2)c2ccccc2)cc1. As a reaction SMILES: [CH3:40][CH2:41][OH:42].[Cl:20][CH2:21][c:22]1[cH:23][cH:24][cH:25][cH:26][cH:27]1.[N+:29](=[O:30])([O-:31])[c:32]1[c:33]([CH:34]=[O:35])[cH:36][cH:37][cH:38][cH:39]1.[Na:28].[c:1]1([PH+:2]([c:3]2[cH:4][cH:5][cH:6][cH:7][cH:8]2)[c:9]2[cH:10][cH:11][cH:12][cH:13][cH:14]2)[cH:15][cH:16][cH:17][cH:18][cH:19]1>>[CH:21]([c:22]1[cH:23][cH:24][cH:25][cH:26][cH:27]1)=[CH:34][c:33]1[c:32]([N+:29](=[O:30])[O-:31])[cH:39][cH:38][cH:37][cH:36]1. Reactants: ClC1=CC=CC2=C(C3=CC=CC=C3C=C12)C=O (4-Chloro-9-anthracenecarbaldehyde), NC(CO)(CO)C (2-amino-2-methyl-1,3-propanediol). The solvent is CCO.CCOCC (EtOH Et2O). Yields the product Cl.ClC1=CC=CC2=C(C3=CC=CC=C3C=C12)CNC(CO)(CO)C (2-(((4-chloro-9-anthracenyl)methyl)amino)-2-methyl-1,3-propanediol hydrochloride). RXN SMILES: [Cl:1][C:2]1[C:15]2[C:6](=[C:7]([CH:16]=O)[C:8]3[C:13]([CH:14]=2)=[CH:12][CH:11]=[CH:10][CH:9]=3)[CH:5]=[CH:4][CH:3]=1.[NH2:18][C:19]([CH3:24])([CH2:22][OH:23])[CH2:20][OH:21]>CCO.CCOCC>[ClH:1].[Cl:1][C:2]1[C:15]2[C:6](=[C:7]([CH2:16][NH:18][C:19]([CH3:24])([CH2:22][OH:23])[CH2:20][OH:21])[C:8]3[C:13]([CH:14]=2)=[CH:12][CH:11]=[CH:10][CH:9]=3)[CH:5]=[CH:4][CH:3]=1 |f:2.3,4.5|. Procedure: Using the reductive amination procedure outlined in 1, 4-chloro-9-anthracenecarbaldehyde (11A) and 2-amino-2-methyl-1,3-propanediol (Aldrich) gave 2-(((4-chloro-9-anthracenyl)methyl)amino)-2-methyl-1,3-propanediol hydrochloride, mp 225°-226° (dec), (EtOH/Et2O), (C, H, Cl, N).